Task: describe an organic reaction: reactants, conditions, products, and yield. Dataset: the Open Reaction Database (ORD), a public repository of structured organic reaction records Run at time 2 hour. Solvent: C(Cl)Cl (methylene chloride). Yields the product CC1C(C2=CC=C(C=C2C1)CC(C)C)=O (2-Methyl-5-isobutyl-1-indanone). Procedure: 17.3 g (125 mmol) of AlCl3 were added to a solution of 6.71 g (50 mmol) of isobutylbenzene in 30 ml of analytical grade methylene chloride, while cooling with ice. 11.9 g (52 mmol) of 2-bromoisobutyryl bromide were then added rapidly, and stirring was continued at 0° C. for 1 hour and at room temperature for 2 hours. The mixture was heated under reflux for a further 15 hours and then worked up analogously to Example A. The crude product was chromatographed on 100 g of silica gel (hexane/methylen... Reactants: [Al+3].[Cl-].[Cl-].[Cl-] (AlCl3), C(C(C)C)C1=CC=CC=C1 (isobutylbenzene), BrC(C(=O)Br)(C)C (2-bromoisobutyryl bromide). RXN SMILES: [Al+3].[Cl-].[Cl-].[Cl-].[CH2:5]([C:9]1[CH:14]=[CH:13][CH:12]=[CH:11][CH:10]=1)[CH:6]([CH3:8])[CH3:7].Br[C:16]([CH3:21])([CH3:20])[C:17](Br)=[O:18]>C(Cl)Cl>[CH3:20][CH:16]1[CH2:21][C:13]2[C:12](=[CH:11][CH:10]=[C:9]([CH2:5][CH:6]([CH3:8])[CH3:7])[CH:14]=2)[C:17]1=[O:18] |f:0.1.2.3|. The reactants are solution, I(=O)(=O)(=O)[O-].[Na+] (sodium periodate), ClC1=CC=C(C=C1)S(=O)(=O)NC1CC=2C=C(C=C(C2CC1)CCC(=O)OC)C=C (methyl 3-(6-{[(4-chlorophenyl)sulphonyl]amino}-3-vinyl-5,6,7,8-tetrahydro-1-naphthyl)propanoate). Reagents/catalysts: [Os](=O)(=O)(=O)=O (osmium tetroxide). Run in CC(C)(C)O (2-methyl-2-propanol), O1CCOCC1 (dioxan), O (water), ClCCl (dichloromethane). Product: ClC1=CC=C(C=C1)S(=O)(=O)NC1CC=2C=C(C=C(C2CC1)CCC(=O)OC)C=O (Methyl 3-(6-{[(4-chlorophenyl)sulphonyl]amino}-3-formyl-5,6,7,8-tetrahydro-1-naphthyl)propanoate). RXN SMILES: I([O-])(=O)(=O)=[O:2].[Na+].[Cl:7][C:8]1[CH:13]=[CH:12][C:11]([S:14]([NH:17][CH:18]2[CH2:27][CH2:26][C:25]3[C:24]([CH2:28][CH2:29][C:30]([O:32][CH3:33])=[O:31])=[CH:23][C:22]([CH:34]=C)=[CH:21][C:20]=3[CH2:19]2)(=[O:16])=[O:15])=[CH:10][CH:9]=1>CC(O)(C)C.O1CCOCC1.O.ClCCl.[Os](=O)(=O)(=O)=O>[Cl:7][C:8]1[CH:9]=[CH:10][C:11]([S:14]([NH:17][CH:18]2[CH2:27][CH2:26][C:25]3[C:24]([CH2:28][CH2:29][C:30]([O:32][CH3:33])=[O:31])=[CH:23][C:22]([CH:34]=[O:2])=[CH:21][C:20]=3[CH2:19]2)(=[O:15])=[O:16])=[CH:12][CH:13]=1 |f:0.1|. Reported procedure: 2.5 g of a solution of osmium tetroxide (2.5% by weight) in 2-methyl-2-propanol, and then 20 g of sodium periodate, are added at ambient temperature to a solution of 10 g (23 mmol) of methyl 3-(6-{[(4-chlorophenyl)sulphonyl]amino}-3-vinyl-5,6,7,8-tetrahydro-1-naphthyl)propanoate, described in Application EP 864 561, in a mixture of 100 ml of dioxan and 50 ml of water. After stirring for one night at ambient temperature, the solution is filtered and the filtrate is concentrated. The residue obtai...